From a dataset of the Open Reaction Database (ORD), a public repository of structured organic reaction records. describe an organic reaction: reactants, conditions, products, and yield The reactants are BrC1=C2C=CC(NC2=CC=C1OCCCCBr)=O (5-bromo-6-(4-bromo-butoxy)-carbostyril), C1(=CC=CC=C1)S (thiophenol). Product: BrC1=C2C=CC(NC2=CC=C1OCCCCSC1=CC=CC=C1)=O (5-Bromo-6-(4-phenylmercapto-butoxy)-carbostyril). RXN SMILES: [Br:1][C:2]1[C:11]([O:12][CH2:13][CH2:14][CH2:15][CH2:16]Br)=[CH:10][CH:9]=[C:8]2[C:3]=1[CH:4]=[CH:5][C:6](=[O:18])[NH:7]2.[C:19]1([SH:25])[CH:24]=[CH:23][CH:22]=[CH:21][CH:20]=1>>[Br:1][C:2]1[C:11]([O:12][CH2:13][CH2:14][CH2:15][CH2:16][S:25][C:19]2[CH:24]=[CH:23][CH:22]=[CH:21][CH:20]=2)=[CH:10][CH:9]=[C:8]2[C:3]=1[CH:4]=[CH:5][C:6](=[O:18])[NH:7]2. Procedure details: Prepared analogous to Example 122 from 5-bromo-6-(4-bromo-butoxy)-carbostyril [prepared by bromination of 6-(4-bromo-butoxy)-carbostyril] and thiophenol. The solvent is C(Cl)Cl (methylene chloride), C(C)O (ethanol). Procedure: To a solution of 2-amino-3-nitro-4-(2-thienyl)pyridine (2.06 g, 9.3 mmol) and 10% palladium-carbon (466 mg) in ethanol (130 ml)-ethyl acetate (65 ml), a 1 M aqueous sodium borohydride solution was added at 0° C. The mixture was stirred at 0° C. for 1 hour and then poured into a 5% aqueous ammonium chloride solution (43 ml). The mixture was filtered through celite, and the filtrate was diluted with water (500 ml) and extracted three times with ethyl acetate (250 ml). The solution was dried over s... Yields the product NC1=NC=CC(=C1N)C=1SC=CC1 (2,3-diamino-4-(2-thienyl)pyridine). RXN SMILES: [NH2:1][C:2]1[C:7]([N+:8]([O-])=O)=[C:6]([C:11]2[S:12][CH:13]=[CH:14][CH:15]=2)[CH:5]=[CH:4][N:3]=1.C(OCC)(=O)C.[BH4-].[Na+].[Cl-].[NH4+]>C(O)C.[C].[Pd].C(Cl)Cl>[NH2:1][C:2]1[C:7]([NH2:8])=[C:6]([C:11]2[S:12][CH:13]=[CH:14][CH:15]=2)[CH:5]=[CH:4][N:3]=1 |f:2.3,4.5,7.8|. The yield is 82.1%. Reagents/catalysts: [C].[Pd] (palladium-carbon). Reaction conditions: temperature 0 celsius, time 1 hour. The reactants are NC1=NC=CC(=C1[N+](=O)[O-])C=1SC=CC1 (2-amino-3-nitro-4-(2-thienyl)pyridine), C(C)(=O)OCC (ethyl acetate), [BH4-].[Na+] (sodium borohydride), [Cl-].[NH4+] (ammonium chloride). Starting materials: CC(C)([O-])C.[K+] (Potassium tert-butoxide), Cl (hydrochloric acid), NC1=C(NC2=C(C3=C(S2)C=CC=C3)C(=O)OCC)C=CC=C1 (ethyl 2-(2-aminoanilino)benzo[b]thiophene-3-carboxylate), CC(C)([O-])C.[K+] (potassium tert-butoxide). The solvent is COCCOC (1,2-dimethoxyethane), COCCOC (1,2-dimethoxyethane). Reaction conditions: time 30 minute. Product: C1=CC=CC2=C1C1=C(NC3=C(NC1=O)C=CC=C3)S2 (6H-[1]benzothieno[2,3-b][1,5]benzodiazepin-12(11H)-one). The yield is 35.2%. As a reaction SMILES: CC(C)([O-])C.[K+].[NH2:7][C:8]1[CH:28]=[CH:27][CH:26]=[CH:25][C:9]=1[NH:10][C:11]1[S:15][C:14]2[CH:16]=[CH:17][CH:18]=[CH:19][C:13]=2[C:12]=1[C:20](OCC)=[O:21].Cl>COCCOC>[CH:19]1[C:13]2[C:12]3[C:20](=[O:21])[NH:7][C:8]4[CH:28]=[CH:27][CH:26]=[CH:25][C:9]=4[NH:10][C:11]=3[S:15][C:14]=2[CH:16]=[CH:17][CH:18]=1 |f:0.1|. Procedure: Potassium tert-butoxide (718 mg) was suspended in 1,2-dimethoxyethane (35 ml) and the mixture was refluxed under heating. Thereto was added dropwise ethyl 2-(2-aminoanilino)benzo[b]thiophene-3-carboxylate (1.0 g) dissolved in 1,2-dimethoxyethane (35 ml) over 15 minutes. After 30 minutes, potassium tert-butoxide (359 mg) was added and the mixture was refluxed under heating for 1 hour. After the completion of the reaction, the reaction mixture was allowed to cool to room temperature and poured int... Reactants: CCOC(=O)CC(=O)OCC, CCO, CC[O-], ClCc1ccc(Cl)cc1, [Na+]. Product: CCOC(=O)C(Cc1ccc(Cl)cc1)C(=O)OCC. RXN SMILES: [C:5]([CH2:6][C:7](=[O:8])[O:9][CH2:10][CH3:11])(=[O:12])[O:13][CH2:14][CH3:15].[CH3:25][CH2:26][OH:27].[CH3:2][CH2:3][O-:4].[Cl:16][c:17]1[cH:18][cH:19][c:20]([CH2:23][Cl:24])[cH:21][cH:22]1.[Na+:1]>>[C:5]([CH:6]([C:7](=[O:8])[O:9][CH2:10][CH3:11])[CH2:23][c:20]1[cH:19][cH:18][c:17]([Cl:16])[cH:22][cH:21]1)(=[O:12])[O:13][CH2:14][CH3:15]. The reactants are CI (Methyl iodide), [H-].[Na+] (Sodium hydride), ice, CC1=CC(=NC(=C1)C)N1CCN(CC1)C1=CC=C(C=C1)NC(C(C1=C(C=C2CCCCN12)C1=CC=CC=C1)=O)=O (N-{4-[4-(4,6-dimethyl-pyridin-2-yl)-piperazin-1-yl]-phenyl}-2-oxo-2-(2-phenyl-5,6,7,8-tetrahydro-indolizin-3-yl)-acetamide). The solvent is C1CCOC1 (THF), C(Cl)Cl (DCM). Run at temperature 0 celsius, time 10 minute. The product is CC1=CC(=NC(=C1)C)N1CCN(CC1)C1=CC=C(C=C1)N(C(C(C1=C(C=C2CCCCN12)C1=CC=CC=C1)=O)=O)C (N-{4-[4-(4,6-dimethyl-pyridin-2-yl)-piperazin-1-yl]-phenyl}-N-methyl-2-oxo-2-(2-phenyl-5,6,7,8-tetrahydro-indolizin-3-yl)-acetamide). Isolated yield 59.2%. Reaction SMILES: [H-].[Na+].[CH3:3][C:4]1[CH:9]=[C:8]([CH3:10])[N:7]=[C:6]([N:11]2[CH2:16][CH2:15][N:14]([C:17]3[CH:22]=[CH:21][C:20]([NH:23][C:24](=[O:42])[C:25](=[O:41])[C:26]4[N:34]5[C:29]([CH2:30][CH2:31][CH2:32][CH2:33]5)=[CH:28][C:27]=4[C:35]4[CH:40]=[CH:39][CH:38]=[CH:37][CH:36]=4)=[CH:19][CH:18]=3)[CH2:13][CH2:12]2)[CH:5]=1.[CH3:43]I>C1COCC1.C(Cl)Cl>[CH3:3][C:4]1[CH:9]=[C:8]([CH3:10])[N:7]=[C:6]([N:11]2[CH2:12][CH2:13][N:14]([C:17]3[CH:18]=[CH:19][C:20]([N:23]([CH3:43])[C:24](=[O:42])[C:25](=[O:41])[C:26]4[N:34]5[C:29]([CH2:30][CH2:31][CH2:32][CH2:33]5)=[CH:28][C:27]=4[C:35]4[CH:40]=[CH:39][CH:38]=[CH:37][CH:36]=4)=[CH:21][CH:22]=3)[CH2:15][CH2:16]2)[CH:5]=1 |f:0.1|. Reported procedure: Sodium hydride (55% dispersion in oil, 24 mg, 0.56 mmol) was added to an ice-cold solution of N-{4-[4-(4,6-dimethyl-pyridin-2-yl)-piperazin-1-yl]-phenyl}-2-oxo-2-(2-phenyl-5,6,7,8-tetrahydro-indolizin-3-yl)-acetamide (prepared as described in Example 3, 200 mg, 0.37 mmol) in THF, and stirred for 10 minutes at 0° C. Methyl iodide (0.036 mL, 0.56 mmol) was added, the mixture warmed to room temperature and stirred for 30 min. The solvent was evaporated and the residue partitioned between ice-water ... The reactants are O=C([O-])[O-], OCCOCCOCCOCCO, O=C1c2ccccc2C(=O)c2c(Cl)cccc21, [K+], [K+], O. The product is O=C1c2ccccc2C(=O)c2c(OCCOCCOCCOCCO)cccc21. As a reaction SMILES: [C:18](=[O:19])([O-:20])[O-:21].[CH2:25]([CH2:26][O:27][CH2:28][CH2:29][O:30][CH2:31][CH2:32][O:33][CH2:34][CH2:35][OH:36])[OH:37].[Cl:1][c:2]1[cH:3][cH:4][cH:5][c:6]2[c:15]1[C:14](=[O:16])[c:13]1[c:8]([cH:9][cH:10][cH:11][cH:12]1)[C:7]2=[O:17].[K+:22].[K+:23].[OH2:24]>>[c:2]1([O:37][CH2:25][CH2:26][O:27][CH2:28][CH2:29][O:30][CH2:31][CH2:32][O:33][CH2:34][CH2:35][OH:36])[cH:3][cH:4][cH:5][c:6]2[c:15]1[C:14](=[O:16])[c:13]1[c:8]([cH:9][cH:10][cH:11][cH:12]1)[C:7]2=[O:17]. Starting materials: C1(=CC=CC=C1)OC#N (Phenyl cyanate), FC1=C(C=CC=C1)C1=C(C(=O)NN)C(=CN=C1)NC1=C(C=C(C=C1)I)F (3-(2-fluoro-phenyl)-5-(2-fluoro-4-iodo-phenylamino)-isonicotinic acid hydrazide). Solvent: CS(=O)C (DMSO). Run at time 8 hour. The product is NC1=NN=C(O1)C1=C(C=NC=C1C1=C(C=CC=C1)F)NC1=C(C=C(C=C1)I)F ([4-(5-Amino-[1,3,4]oxadiazol-2-yl)-5-(2-fluoro-phenyl)-pyridin-3-yl]-(2-fluoro-4-iodo-phenyl)-amine). Yield: 61.1%. Reaction SMILES: C1(O[C:8]#[N:9])C=CC=CC=1.[F:10][C:11]1[CH:16]=[CH:15][CH:14]=[CH:13][C:12]=1[C:17]1[CH:26]=[N:25][CH:24]=[C:23]([NH:27][C:28]2[CH:33]=[CH:32][C:31]([I:34])=[CH:30][C:29]=2[F:35])[C:18]=1[C:19]([NH:21][NH2:22])=[O:20]>CS(C)=O>[NH2:9][C:8]1[O:20][C:19]([C:18]2[C:17]([C:12]3[CH:13]=[CH:14][CH:15]=[CH:16][C:11]=3[F:10])=[CH:26][N:25]=[CH:24][C:23]=2[NH:27][C:28]2[CH:33]=[CH:32][C:31]([I:34])=[CH:30][C:29]=2[F:35])=[N:21][N:22]=1. Reported procedure: Phenyl cyanate (6 mg, 0.05 mmol) was added to a solution of 3-(2-fluoro-phenyl)-5-(2-fluoro-4-iodo-phenylamino)-isonicotinic acid hydrazide (22 mg, 0.05 mmol) in DMSO (1 mL), and stirred overnight at room temperature. The reaction solution was quenched with H2O. The resulting precipitate was filtered, washed with H2O, and dried under vacuum to afford the desired product (15 mg, 65%). LC-MS (M+H=492, obsd.=492). 1H NMR: δ 8.78 (s, 1H), 8.43 (d, 1H), 8.11 (d, 1H), 7.73 (dd, 1H), 7.44 (m, 3H), 7.30...